This data is from the Open Reaction Database (ORD), a public repository of structured organic reaction records. The task is: describe an organic reaction: reactants, conditions, products, and yield Starting materials: O=C(n1ccnc1)n1ccnc1, O=C(O)Cn1c(-c2ccc(C(F)(F)F)cc2)nc2cccnc21, NCc1ccccc1, C1CCOC1. Yields the product O=C(Cn1c(-c2ccc(C(F)(F)F)cc2)nc2cccnc21)NCc1ccccc1. Reaction SMILES: [C:24]([n:25]1[cH:26][cH:27][n:28][cH:29]1)([n:30]1[cH:31][cH:32][n:33][cH:34]1)=[O:35].[F:1][C:2]([c:3]1[cH:4][cH:5][c:6](-[c:9]2[n:10][c:11]3[c:12]([n:13][cH:14][cH:15][cH:16]3)[n:17]2[CH2:18][C:19](=[O:20])[OH:21])[cH:7][cH:8]1)([F:22])[F:23].[NH2:36][CH2:37][c:38]1[cH:39][cH:40][cH:41][cH:42][cH:43]1.[O:44]1[CH2:45][CH2:46][CH2:47][CH2:48]1>>[F:1][C:2]([c:3]1[cH:4][cH:5][c:6](-[c:9]2[n:10][c:11]3[c:12]([n:13][cH:14][cH:15][cH:16]3)[n:17]2[CH2:18][C:19](=[O:21])[NH:36][CH2:37][c:38]2[cH:39][cH:40][cH:41][cH:42][cH:43]2)[cH:7][cH:8]1)([F:22])[F:23]. Starting materials: O=C([O-])[O-], CS(C)=O, Nc1ccc(OC(F)(F)F)cc1, N#Cc1ccc(F)c([N+](=O)[O-])c1, [K+], [K+]. As a reaction SMILES: [C:25](=[O:26])([O-:27])[O-:28].[CH3:31][S:32]([CH3:33])=[O:34].[F:13][C:14]([O:15][c:16]1[cH:17][cH:18][c:19]([NH2:20])[cH:21][cH:22]1)([F:23])[F:24].[F:1][c:2]1[c:3]([N+:10](=[O:11])[O-:12])[cH:4][c:5]([C:6]#[N:7])[cH:8][cH:9]1.[K+:29].[K+:30]>>[c:2]1([NH:20][c:19]2[cH:18][cH:17][c:16]([O:15][C:14]([F:13])([F:23])[F:24])[cH:22][cH:21]2)[c:3]([N+:10](=[O:11])[O-:12])[cH:4][c:5]([C:6]#[N:7])[cH:8][cH:9]1. Yields the product N#Cc1ccc(Nc2ccc(OC(F)(F)F)cc2)c([N+](=O)[O-])c1. Starting materials: CCOC(=O)C=Cc1nc(-c2ccccc2)oc1COc1ccc(OCc2nc(-c3ccccc3)oc2C)cc1, CCO, Cl, [Na+], C1CCOC1, [OH-], O. Yields the product Cc1oc(-c2ccccc2)nc1COc1ccc(OCc2oc(-c3ccccc3)nc2C=CC(=O)O)cc1. As a reaction SMILES: [CH3:1][c:2]1[c:3]([CH2:13][O:14][c:15]2[cH:16][cH:17][c:18]([O:19][CH2:20][c:21]3[c:22]([CH:32]=[CH:33][C:34](=[O:35])[O:36][CH2:37][CH3:38])[n:23][c:24](-[c:26]4[cH:27][cH:28][cH:29][cH:30][cH:31]4)[o:25]3)[cH:39][cH:40]2)[n:4][c:5](-[c:7]2[cH:8][cH:9][cH:10][cH:11][cH:12]2)[o:6]1.[CH3:50][CH2:51][OH:52].[ClH:48].[Na+:47].[O:41]1[CH2:42][CH2:43][CH2:44][CH2:45]1.[OH-:46].[OH2:49]>>[CH3:1][c:2]1[c:3]([CH2:13][O:14][c:15]2[cH:16][cH:17][c:18]([O:19][CH2:20][c:21]3[c:22]([CH:32]=[CH:33][C:34](=[O:35])[OH:36])[n:23][c:24](-[c:26]4[cH:27][cH:28][cH:29][cH:30][cH:31]4)[o:25]3)[cH:39][cH:40]2)[n:4][c:5](-[c:7]2[cH:8][cH:9][cH:10][cH:11][cH:12]2)[o:6]1. The reactants are C1(CCCCC1)N(C=1C2=C(N=CC1F)N(C=C2)[Si](C(C)C)(C(C)C)C(C)C)C (N-cyclohexyl-5-fluoro-N-methyl-1-(triisopropylsilyl)-1H-pyrrolo[2,3-b]pyridin-4-amine), [F-].C(CCC)[N+](CCCC)(CCCC)CCCC (tetra-n-butylammonium fluoride), [F-].C(CCC)[N+](CCCC)(CCCC)CCCC (tetra-n-butylammonium fluoride). The solvent is O1CCCC1 (tetrahydrofuran). Reaction conditions: time 2 hour. Yields the product C1(CCCCC1)N(C=1C2=C(N=CC1F)NC=C2)C (N-cyclohexyl-5-fluoro-N-methyl-1H-pyrrolo[2,3-b]pyridin-4-amine). Reaction SMILES: [CH:1]1([N:7]([CH3:28])[C:8]2[C:9]3[CH:17]=[CH:16][N:15]([Si](C(C)C)(C(C)C)C(C)C)[C:10]=3[N:11]=[CH:12][C:13]=2[F:14])[CH2:6][CH2:5][CH2:4][CH2:3][CH2:2]1.[F-].C([N+](CCCC)(CCCC)CCCC)CCC>O1CCCC1>[CH:1]1([N:7]([CH3:28])[C:8]2[C:9]3[CH:17]=[CH:16][NH:15][C:10]=3[N:11]=[CH:12][C:13]=2[F:14])[CH2:2][CH2:3][CH2:4][CH2:5][CH2:6]1 |f:1.2|. Procedure details: To a solution N-cyclohexyl-5-fluoro-N-methyl-1-(triisopropylsilyl)-1H-pyrrolo[2,3-b]pyridin-4-amine (50 mL) in tetrahydrofuran (0.7 mL) was added tetra-n-butylammonium fluoride (0.372 mL, 1.0M in tetrahydrofuran) at ambient temperature. The reaction mixture was stirred at ambient temperature for 2 hours, then another 3 equivalent of tetra-n-butylammonium fluoride (0.372 mL) was added. The mixture was heated at 50° C. for 2 hours, at reflux for 6 hours. After cooling to ambient temperature, the m... Reactants: [OH-].[Na+] (sodium hydroxide), C(C)(C)=C(O)C(O)CO (isopropylideneglycerol), C(C1=CC=CC=C1)Cl (benzyl chloride). Reagents/catalysts: C(C1=CC=CC=C1)(=O)Cl (benzoyl chloride), C(C1=CC=CC=C1)[N+](CCCC)(CCCC)CCCC (benzyltri-n-butylammonium). The solvent is O (water). Run at temperature 100 celsius, time 5 hour. Product: C(C1=CC=CC=C1)OCC(CO)O (3-O-Benzylglycerol). Yield: 46.1%. RXN SMILES: [OH-].[Na+].C(=[C:6]([CH:8]([CH2:10][OH:11])[OH:9])[OH:7])(C)C.[CH2:12](Cl)[C:13]1[CH:18]=[CH:17][CH:16]=[CH:15][CH:14]=1>O.C(Cl)(=O)C1C=CC=CC=1.C([N+](CCCC)(CCCC)CCCC)C1C=CC=CC=1>[CH2:12]([O:11][CH2:10][CH:8]([OH:9])[CH2:6][OH:7])[C:13]1[CH:18]=[CH:17][CH:16]=[CH:15][CH:14]=1 |f:0.1|. Procedure details: The 50 ml of a 50% (w/v) sodium hydroxide solution are added 33 g (0.25 mole) of isopropylideneglycerol, 30.25 ml (0.25 mole) of benzyl chloride and 1.38 g (4 millimoles) of benzoyl chloride and 1.38 g (4 millimoles) of benzyltri-n-butylammonium. The mixture is stirred at 100° C. for 5 hours, then cooled to room temperature, diluted with 50 ml of water and extracted with ether. The extract is washed with water and then the solvent is distilled off under reduced pressure. To the residue is added ... Reactants: CCNCc1ccccc1, CCO, CC#CCOc1cc(Cl)ncn1. The product is CC#CCOc1cc(N(CC)Cc2ccccc2)ncn1. RXN SMILES: [CH2:13]([CH3:14])[NH:15][CH2:16][c:17]1[cH:18][cH:19][cH:20][cH:21][cH:22]1.[CH3:23][CH2:24][OH:25].[Cl:1][c:2]1[n:3][cH:4][n:5][c:6]([O:8][CH2:9][C:10]#[C:11][CH3:12])[cH:7]1>>[c:2]1([N:15]([CH2:13][CH3:14])[CH2:16][c:17]2[cH:18][cH:19][cH:20][cH:21][cH:22]2)[n:3][cH:4][n:5][c:6]([O:8][CH2:9][C:10]#[C:11][CH3:12])[cH:7]1. Reactants: Cc1cnn(C)c1-c1cc(C(=O)O)sc1C, CCN(C(C)C)C(C)C, ClC(Cl)Cl, NC(Cc1c(F)cccc1F)C(=O)O, NC(Cc1cc(F)ccc1F)CN1C(=O)c2ccccc2C1=O. The product is Cc1cnn(C)c1-c1cc(C(=O)NC(Cc2cc(F)ccc2F)CN2C(=O)c3ccccc3C2=O)sc1C. RXN SMILES: [CH3:1][n:2]1[n:3][cH:4][c:5]([CH3:16])[c:6]1-[c:7]1[cH:8][c:9]([C:13](=[O:14])[OH:15])[s:10][c:11]1[CH3:12].[CH:54]([N:55]([CH2:56][CH3:57])[CH:58]([CH3:59])[CH3:60])([CH3:61])[CH3:62].[CH:63]([Cl:64])([Cl:65])[Cl:66].[F:40][c:41]1[cH:42][cH:43][cH:44][c:45]([F:46])[c:47]1[CH2:48][CH:49]([C:50]([OH:51])=[O:52])[NH2:53].[NH2:17][CH:18]([CH2:19][N:20]1[C:21](=[O:30])[c:22]2[cH:23][cH:24][cH:25][cH:26][c:27]2[C:28]1=[O:29])[CH2:31][c:32]1[c:33]([F:39])[cH:34][cH:35][c:36]([F:38])[cH:37]1>>[CH3:1][n:2]1[n:3][cH:4][c:5]([CH3:16])[c:6]1-[c:7]1[cH:8][c:9]([C:13](=[O:15])[NH:17][CH:18]([CH2:19][N:20]2[C:21](=[O:30])[c:22]3[cH:23][cH:24][cH:25][cH:26][c:27]3[C:28]2=[O:29])[CH2:31][c:32]2[c:33]([F:39])[cH:34][cH:35][c:36]([F:38])[cH:37]2)[s:10][c:11]1[CH3:12].